Dataset: the Open Reaction Database (ORD), a public repository of structured organic reaction records. Task: describe an organic reaction: reactants, conditions, products, and yield Reaction SMILES: [C:1]([c:2]1[cH:3][cH:4][cH:5][cH:6][cH:7]1)(=[O:8])[CH:9]([CH:10]1[C:11]([OH:25])([S:26](=[O:27])(=[O:28])[CH3:29])[CH:12]([Br:24])[CH:13]([n:15]2[c:16](=[O:17])[nH:18][c:19](=[O:20])[c:21]([CH3:22])[cH:23]2)[O:14]1)[OH:30].[CH3:31][CH2:32][CH2:33][CH2:34][SnH:35]([CH2:36][CH2:37][CH2:38][CH3:39])[CH2:40][CH2:41][CH2:42][CH3:43].[N:44]#[C:45][C:46]([N:47]=[N:48][C:49]([C:50]#[N:51])([CH3:52])[CH3:53])([CH3:54])[CH3:55]>>[C:1]([c:2]1[cH:3][cH:4][cH:5][cH:6][cH:7]1)(=[O:8])[CH:9]([CH:10]1[C:11]([OH:25])([S:26](=[O:27])(=[O:28])[CH3:29])[CH2:12][CH:13]([n:15]2[c:16](=[O:17])[nH:18][c:19](=[O:20])[c:21]([CH3:22])[cH:23]2)[O:14]1)[OH:30]. The reactants are Cc1cn(C2OC(C(O)C(=O)c3ccccc3)C(O)(S(C)(=O)=O)C2Br)c(=O)[nH]c1=O, CCCC[SnH](CCCC)CCCC, CC(C)(C#N)N=NC(C)(C)C#N. Yields the product Cc1cn(C2CC(O)(S(C)(=O)=O)C(C(O)C(=O)c3ccccc3)O2)c(=O)[nH]c1=O. The reactants are C(C1=CC=CC=C1)O[C@@H](C(F)(F)F)C1=CC=C(C=C1)N1C([C@@]2(CC1)C[C@@H]([C@H](CC2)O)OCC(F)(F)F)=O ((5S,7S,8S)-2-(4-((R)-1-(benzyloxy)-2,2,2-trifluoroethyl)phenyl)-8-hydroxy-7-(2,2,2-trifluoroethoxy)-2-azaspiro[4.5]decan-1-one). The reagents and catalysts are [Pd] (Palladium on activated charcoal). Run in CO (methanol). Run at time 3 hour. Yields the product O[C@@H]1[C@H](C[C@@]2(CCN(C2=O)C2=CC=C(C=C2)[C@H](C(F)(F)F)O)CC1)OCC(F)(F)F ((5S,7S,8S)-8-hydroxy-7-(2,2,2-trifluoroethoxy)-2-(4-((R)-2,2,2-trifluoro-1-hydroxyethyl)phenyl)-2-azaspiro[4.5]decan-1-one). Isolated yield 99.7%. RXN SMILES: C([O:8][C@H:9]([C:14]1[CH:19]=[CH:18][C:17]([N:20]2[CH2:24][CH2:23][C@:22]3([CH2:29][CH2:28][C@H:27]([OH:30])[C@@H:26]([O:31][CH2:32][C:33]([F:36])([F:35])[F:34])[CH2:25]3)[C:21]2=[O:37])=[CH:16][CH:15]=1)[C:10]([F:13])([F:12])[F:11])C1C=CC=CC=1>CO.[Pd]>[OH:30][C@H:27]1[CH2:28][CH2:29][C@@:22]2([C:21](=[O:37])[N:20]([C:17]3[CH:16]=[CH:15][C:14]([C@@H:9]([OH:8])[C:10]([F:11])([F:12])[F:13])=[CH:19][CH:18]=3)[CH2:24][CH2:23]2)[CH2:25][C@@H:26]1[O:31][CH2:32][C:33]([F:36])([F:34])[F:35]. Reported procedure: (5R,7R,8R) and (5S,7S,8S)-2-(4-((R)-1-(benzyloxy)-2,2,2-trifluoroethyl)phenyl)-8-hydroxy-7-(2,2,2-trifluoroethoxy)-2-azaspiro[4.5]decan-1-one (174 mg, from Example 17) was dissolved in methanol (12 mL). Palladium on activated charcoal (10% Pd, 52 mg) was added and the mixture was purged with hydrogen (4 times). The reaction mixture was stirred under hydrogen at RT for 3 hours. The catalyst was removed by filtration over a filter aid (dicalite, Acros Organics), washed with additional ethyl acetat... The reactants are ClC=1N=C(C2=C(N1)N(C=C2)S(=O)(=O)C2=CC=C(C)C=C2)Cl (2,4-dichloro-7-tosyl-7H-pyrrolo[2,3-d]pyrimidine), [N+](=O)([O-])C=1C=C(CNC(OC(C)(C)C)=O)C=CC1 (tert-butyl 3-nitrobenzylcarbamate), TEA, O (Water), CCOC(=O)C (EtOAc). The solvent is C(CCC)O (nBuOH). Reaction conditions: temperature 110 celsius, time 20 hour. The product is ClC=1N=C(C2=C(N1)N(C=C2)S(=O)(=O)C2=CC=C(C)C=C2)NC=2C=C(CNC(OC(C)(C)C)=O)C=CC2 (tert-butyl 3-(2-chloro-7-tosyl-7H-pyrrolo[2,3-d]pyrimidin-4-ylamino)benzylcarbamate). Isolated yield 99.1%. As a reaction SMILES: [Cl:1][C:2]1[N:3]=[C:4](Cl)[C:5]2[CH:10]=[CH:9][N:8]([S:11]([C:14]3[CH:20]=[CH:19][C:17]([CH3:18])=[CH:16][CH:15]=3)(=[O:13])=[O:12])[C:6]=2[N:7]=1.[N+:22]([C:25]1[CH:26]=[C:27]([CH:37]=[CH:38][CH:39]=1)[CH2:28][NH:29][C:30](=[O:36])[O:31][C:32]([CH3:35])([CH3:34])[CH3:33])([O-])=O.O.CCOC(C)=O>C(O)CCC>[Cl:1][C:2]1[N:3]=[C:4]([NH:22][C:25]2[CH:26]=[C:27]([CH:37]=[CH:38][CH:39]=2)[CH2:28][NH:29][C:30](=[O:36])[O:31][C:32]([CH3:35])([CH3:34])[CH3:33])[C:5]2[CH:10]=[CH:9][N:8]([S:11]([C:14]3[CH:20]=[CH:19][C:17]([CH3:18])=[CH:16][CH:15]=3)(=[O:13])=[O:12])[C:6]=2[N:7]=1. Reported procedure: A mixture of 2,4-dichloro-7-tosyl-7H-pyrrolo[2,3-d]pyrimidine (200 mg, 0.585 mmol), tert-butyl 3-nitrobenzylcarbamate (137 mg, 0.617 mmol) and TEA (0.200 mL, 1.44 mmol) in nBuOH (5 mL) was stirred at 110° C. for 20 h. Water and EtOAc were added. The organic phase was washed with 1N HCl, then with 5% NaHCO3, dried over Na2SO4, concentrated in vacuo to give tert-butyl 3-(2-chloro-7-tosyl-7H-pyrrolo[2,3-d]pyrimidin-4-ylamino)benzylcarbamate (306 mg). The reactants are Brc1ncc[nH]1, CC(C)(C)COc1ccc2c(c1)C1(COC(N)=N1)c1cc(B3OC(C)(C)C(C)(C)O3)ccc1O2, CO, [K+], CC(=O)[O-], O. Product: CC(C)(C)COc1ccc2c(c1)C1(COC(N)=N1)c1cc(-c3ncc[nH]3)ccc1O2. As a reaction SMILES: [Br:35][c:36]1[nH:37][cH:38][cH:39][n:40]1.[CH2:1]([C:2]([CH3:3])([CH3:4])[CH3:5])[O:6][c:7]1[cH:8][c:9]2[c:10]([cH:11][cH:12]1)[O:13][c:14]1[cH:15][cH:16][c:17]([B:26]3[O:27][C:28]([CH3:29])([CH3:30])[C:31]([CH3:32])([CH3:33])[O:34]3)[cH:18][c:19]1[C:20]21[N:21]=[C:22]([NH2:25])[O:23][CH2:24]1.[CH3:47][OH:48].[K+:45].[O-:41][C:42]([CH3:43])=[O:44].[OH2:46]>>[CH2:1]([C:2]([CH3:3])([CH3:4])[CH3:5])[O:6][c:7]1[cH:8][c:9]2[c:10]([cH:11][cH:12]1)[O:13][c:14]1[cH:15][cH:16][c:17](-[c:36]3[nH:37][cH:38][cH:39][n:40]3)[cH:18][c:19]1[C:20]21[N:21]=[C:22]([NH2:25])[O:23][CH2:24]1. Product: CON=C1CN([C@@H](C1)C(=O)N1CCN(CC1)CCO)C(=O)C1=CC=C(C=C1)C1=CC(=C(C=C1)Cl)Cl ((3EZ5S)-1-[(3′,4′-dichloro[1,1′-biphenyl]-4-yl)carbonyl]-5-{[4-(2-hydroxyethyl)-1-piperazinyl]carbonyl}-3-pyrrolidinone O-methyloxime). Reactants: C(C)(C)(C)OC(=O)N1[C@@H](CC(C1)=NOC)C(=O)O ((2S,4EZ)-1-(tert-butoxycarbonyl)-4-(methoxyimino)-2-pyrrolidinecarboxylic acid), ClC=1C=C(C=CC1Cl)C1=CC=C(C=C1)C(=O)O (3′,4′-dichloro[1,1′-biphenyl]-4carboxylic acid), N1(CCNCC1)CCO (2-(1-piperazinyl)ethanol). Procedure: Following the general method as outlined in Example 22, starting from (2S,4EZ)-1-(tert-butoxycarbonyl)-4-(methoxyimino)-2-pyrrolidinecarboxylic acid, 3′,4′-dichloro[1,1′-biphenyl]-4carboxylic acid, and 2-(1-piperazinyl)ethanol, the title compound was obtained in 86% purity by HPLC. MS(ESI+): m/z =520. RXN SMILES: C(O[C:6]([N:8]1[CH2:12][C:11](=[N:13][O:14][CH3:15])[CH2:10][C@H:9]1[C:16]([OH:18])=O)=[O:7])(C)(C)C.[Cl:19][C:20]1[CH:21]=[C:22]([C:27]2[CH:32]=[CH:31][C:30](C(O)=O)=[CH:29][CH:28]=2)[CH:23]=[CH:24][C:25]=1[Cl:26].[N:36]1([CH2:42][CH2:43][OH:44])[CH2:41][CH2:40][NH:39][CH2:38][CH2:37]1>>[CH3:15][O:14][N:13]=[C:11]1[CH2:10][C@@H:9]([C:16]([N:39]2[CH2:40][CH2:41][N:36]([CH2:42][CH2:43][OH:44])[CH2:37][CH2:38]2)=[O:18])[N:8]([C:6]([C:30]2[CH:29]=[CH:28][C:27]([C:22]3[CH:23]=[CH:24][C:25]([Cl:26])=[C:20]([Cl:19])[CH:21]=3)=[CH:32][CH:31]=2)=[O:7])[CH2:12]1.